describe an organic reaction: reactants, conditions, products, and yield From a dataset of the Open Reaction Database (ORD), a public repository of structured organic reaction records. Starting materials: C1=2C(=O)OC(NC1=CC=CC2)=O (isatoic anhydride), NCCCN1CCN(CC1)C1=NC=CC=N1 (1-(3-aminopropyl)-4-(2-pyrimidinyl)piperazine), C(C)(=O)OCC (ethyl acetate). Solvent: O (water), CN(C=O)C (dimethylformamide). Reaction conditions: time 1 hour. The product is N1=C(N=CC=C1)N1CCN(CC1)CCCNC(C1=C(C=CC=C1)N)=O (N-(3-(4-(2-pyrimidinyl)-1-piperazinyl)propyl)-2-aminobenzamide). RXN SMILES: [NH2:1][CH2:2][CH2:3][CH2:4][N:5]1[CH2:10][CH2:9][N:8]([C:11]2[N:16]=[CH:15][CH:14]=[CH:13][N:12]=2)[CH2:7][CH2:6]1.[C:17]12[C:23](=[CH:24][CH:25]=[CH:26][CH:27]=1)[NH:22]C(=O)O[C:18]2=[O:19].C(OCC)(=O)C>CN(C)C=O.O>[N:16]1[CH:15]=[CH:14][CH:13]=[N:12][C:11]=1[N:8]1[CH2:7][CH2:6][N:5]([CH2:4][CH2:3][CH2:2][NH:1][C:18](=[O:19])[C:17]2[CH:27]=[CH:26][CH:25]=[CH:24][C:23]=2[NH2:22])[CH2:10][CH2:9]1. Procedure: 0.02 mol of 1-(3-aminopropyl)-4-(2-pyrimidinyl)piperazine is dissolved in 100 ml of absolute dimethylformamide, 0.02 mol of isatoic anhydride is added, and the mixture is stirred for 1 hour. It is diluted with 50 ml of water, shaken with ethyl acetate and the organic phase is evaporated. Purification is by column chromatography over silica gel 60. After elution with methylene chloride/emthanol 93:7, the resulting oil can be crystallised from ethyl acetate with isopropyl ether. Starting materials: N1=CC=CC2=CC=CC=C12 (Chinolin), BrCCCCCC(=O)O (6-bromo-hexanicacid), C(C)#N (acetonitrile). Solvent: CC(=O)C (acetone). Reaction conditions: time 15 hour. Yields the product [Br-].C(=O)(O)CCCCCN1CC=CC2=CC=CC=C12 (N-(carboxypentyl) quinoline bromide). As a reaction SMILES: [N:1]1[C:10]2[C:5](=[CH:6][CH:7]=[CH:8][CH:9]=2)[CH:4]=[CH:3][CH:2]=1.[Br:11][CH2:12][CH2:13][CH2:14][CH2:15][CH2:16][C:17]([OH:19])=[O:18].C(#N)C>CC(C)=O>[Br-:11].[C:17]([CH2:16][CH2:15][CH2:14][CH2:13][CH2:12][N:1]1[C:10]2[C:5](=[CH:6][CH:7]=[CH:8][CH:9]=2)[CH:4]=[CH:3][CH2:2]1)([OH:19])=[O:18] |f:4.5|. Reported procedure: Chinolin (5.2 g, 40 mmol) and 6-bromo-hexanicacid (7.8 g, 40 mmol) was added to 30 ml acetonitrile. The mixture was refluxed under nitrogen atmosphere for three hours and then stirred for 15 hours at room temperature. 50 ml acetone was added and the solution was stirred for further 1 hour. The white precipitate was filtered, washed with acetone (2*10 ml) and dried. Reactants: [OH-].[Na+] (sodium hydroxide), C(C)OC(CC1=CC=C(C=C1)NC(=O)C=1OC(=CC1)C1=CC=CC=C1)=O ((4-[(5-phenyl-furan-2-carbonyl)-amino]-phenyl)-acetic acid ethyl ester). Solvent: O (water), C(C)O (ethanol). Run at time 1 hour. The product is C1(=CC=CC=C1)C1=CC=C(O1)C(=O)NC1=CC=C(C=C1)CC(=O)O ({4-[(5-Phenyl-furan-2-carbonyl)-amino]-phenyl}-acetic acid). Yield: 89.4%. RXN SMILES: [OH-].[Na+].C([O:5][C:6](=[O:28])[CH2:7][C:8]1[CH:13]=[CH:12][C:11]([NH:14][C:15]([C:17]2[O:18][C:19]([C:22]3[CH:27]=[CH:26][CH:25]=[CH:24][CH:23]=3)=[CH:20][CH:21]=2)=[O:16])=[CH:10][CH:9]=1)C>O.C(O)C>[C:22]1([C:19]2[O:18][C:17]([C:15]([NH:14][C:11]3[CH:10]=[CH:9][C:8]([CH2:7][C:6]([OH:28])=[O:5])=[CH:13][CH:12]=3)=[O:16])=[CH:21][CH:20]=2)[CH:23]=[CH:24][CH:25]=[CH:26][CH:27]=1 |f:0.1|. Procedure details: A solution of sodium hydroxide (100 mg) in water (5 ml) was added to a stirred solution of {4-[(5-phenyl-furan-2-carbonyl)-amino]-phenyl}-acetic acid ethyl ester (1) (75 mg, 0.214 mmoles) in ethanol (10 ml) and the mixture was stirred at room temperature for 1 hour. The solvent was evaporated and the residue was diluted with water (10 ml) and acidified to pH=2 with 1 M aqueous hydrochloric acid. The precipitate was collected, washed with water and the residue was triturated with cyclohexane to a... Starting materials: N(=[N+]=[N-])C=1C(NC2=CC=C(C=C2C1C1=CC=CC=C1)Cl)=O (3-azido-6-chloro-4-phenylcarbostyril). Run in C1(=CC=CC=C1)C (toluene). Yields the product ClC=1C=C2C3=C(C(NC2=CC1)=O)NC=1C=CC=CC13 (2-chloro-7H-indolo[2,3-c]quinolin-6(5H)-one). RXN SMILES: [N:1]([C:4]1[C:5](=[O:21])[NH:6][C:7]2[C:12]([C:13]=1[C:14]1[CH:19]=[CH:18][CH:17]=[CH:16][CH:15]=1)=[CH:11][C:10]([Cl:20])=[CH:9][CH:8]=2)=[N+]=[N-]>C1(C)C=CC=CC=1>[Cl:20][C:10]1[CH:11]=[C:12]2[C:7](=[CH:8][CH:9]=1)[NH:6][C:5](=[O:21])[C:4]1[NH:1][C:15]3[CH:16]=[CH:17][CH:18]=[CH:19][C:14]=3[C:13]2=1. Procedure: A suspension of 128 g. of 3-azido-6-chloro-4-phenylcarbostyril in 3 l. of toluene was heated to reflux for 5 hours. On cooling, 113 g. (98 percent) of analytically pure 2-chloro-7H-indolo[2,3-c]quinolin-6 (5H)-one crystallized from solution as colorless needles, having a melting point of 325°-327° (change in crystal form in the range of 270°-290°; melts with sublimation). Starting materials: CC1(OC2=CC=CC=C2C(C1)=O)C (2,2-dimethyl-4-chromanone), Cl.NO (hydroxylamine hydrochloride). The solvent is CO (methanol), N1=CC=CC=C1 (pyridine). Reaction conditions: temperature 82.5 celsius, time 2 hour. Yields the product CC1(OC2=CC=CC=C2C(C1)=NO)C (2,2-Dimethyl-4-chromanone oxime). Reaction SMILES: [CH3:1][C:2]1([CH3:13])[CH2:11][C:10](=O)[C:9]2[C:4](=[CH:5][CH:6]=[CH:7][CH:8]=2)[O:3]1.Cl.[NH2:15][OH:16]>CO.N1C=CC=CC=1>[CH3:1][C:2]1([CH3:13])[CH2:11][C:10](=[N:15][OH:16])[C:9]2[C:4](=[CH:5][CH:6]=[CH:7][CH:8]=2)[O:3]1 |f:1.2|. Procedure: A reaction mixture prepared from 10 mmol of 2,2-dimethyl-4-chromanone, 12 mmol of hydroxylamine hydrochloride in 5 ml of methanol and 5 ml of pyridine is heated with stirring over the course of 2 hours to 80-85° C., the solvent is distilled off on a rotary evaporator and the oily residue is crystallized under water. The reactants are C(C)(C)NC(C)C (diisopropylamine), [Li]CCCC (n-BuLi), K3PO4.3H2O, C1(CC1)NC(=O)C=1C=2C=CN(C2C=CC1)COCC (N-cyclopropyl-1-(ethoxymethyl)-1H-indole-4-carboxamide), B(OC(C)C)(OC(C)C)OC(C)C (tri(isopropyl) borate), ClC1=NC=C(C(=N1)Cl)Cl (2,4,5-trichloropyrimidine). The reagents and catalysts are [Cl-].[Cl-].C1(=CC=CC=C1)P(C1=CC=CC=C1)[C-]1C=CC=C1.[CH-]1C=CC=C1.[Fe+2].[Pd+2] (palladium diphenylphosphinoferrocene dichloride). Solvent: C1CCOC1 (THF), C1CCOC1 (THF). Reaction conditions: temperature -20 celsius, time 30 minute. The product is C1(CC1)NC(=O)C=1C=2C=C(N(C2C=CC1)COCC)C1=NC(=NC=C1Cl)Cl (N-cyclopropyl-2-(2,5-dichloropyrimidin-4-yl)-1-(ethoxymethyl)-1H-indole-4-carboxamide). The yield is 32.2%. RXN SMILES: C(NC(C)C)(C)C.[Li]CCCC.[CH:13]1([NH:16][C:17]([C:19]2[C:20]3[CH:21]=[CH:22][N:23]([CH2:28][O:29][CH2:30][CH3:31])[C:24]=3[CH:25]=[CH:26][CH:27]=2)=[O:18])[CH2:15][CH2:14]1.B(OC(C)C)(OC(C)C)OC(C)C.[Cl:45][C:46]1[N:51]=[C:50](Cl)[C:49]([Cl:53])=[CH:48][N:47]=1>C1COCC1.[Cl-].[Cl-].C1(P([C-]2C=CC=C2)C2C=CC=CC=2)C=CC=CC=1.[CH-]1C=CC=C1.[Fe+2].[Pd+2]>[CH:13]1([NH:16][C:17]([C:19]2[C:20]3[CH:21]=[C:22]([C:48]4[C:49]([Cl:53])=[CH:50][N:51]=[C:46]([Cl:45])[N:47]=4)[N:23]([CH2:28][O:29][CH2:30][CH3:31])[C:24]=3[CH:25]=[CH:26][CH:27]=2)=[O:18])[CH2:15][CH2:14]1 |f:6.7.8.9.10.11|. Reported procedure: To a solution of diisopropylamine (DIPA, 147 mL, 1.04 mol) in anhydrous THF (600 mL) is added n-BuLi (2.5 M in hexane, 420 mL, 1.04 mol) at −50 C. After the addition, the mixture is stirred at −20° C. for 30 minutes and then cooled to −70° C. A solution of N-cyclopropyl-1-(ethoxymethyl)-1H-indole-4-carboxamide (60 g, 0.23 mol) and tri(isopropyl) borate (56.4 mL, 0.25 mol) in anhydrous THF (300 mL) is added. The reaction mixture is stirred at −70° C. for 30 min. The reaction is slowly warmed up t... Starting materials: C(=O)(OCC1=CC=CC=C1)N1[C@@H](C(=O)O)C[C@@H](C1)OC(C)=O (N-CBZ-trans-4-acetoxy-D-proline), CC[O-].[Na+].CCO (NaOEt EtOH). Run in C(C)O (ethanol). Reaction conditions: time 20 minute. Yields the product C(C)OC([C@@H]1N(C[C@H](C1)O)C(=O)OCC1=CC=CC=C1)=O (N-(Benzyloxycarbonyl)-trans-4-hydroxy-D-proline ethyl ester). Reaction SMILES: [C:1]([N:11]1[CH2:18][C@@H:17]([O:19]C(=O)C)[CH2:16][C@@H:12]1[C:13]([OH:15])=[O:14])([O:3][CH2:4][C:5]1[CH:10]=[CH:9][CH:8]=[CH:7][CH:6]=1)=[O:2].[CH3:23][CH2:24][O-].[Na+].CCO>C(O)C>[CH2:23]([O:15][C:13](=[O:14])[C@H:12]1[CH2:16][C@H:17]([OH:19])[CH2:18][N:11]1[C:1]([O:3][CH2:4][C:5]1[CH:6]=[CH:7][CH:8]=[CH:9][CH:10]=1)=[O:2])[CH3:24] |f:1.2.3|. Reported procedure: To a stirring solution of N-CBZ-trans-4-acetoxy-D-proline (2.45 g, 7.31 mmol) in ethanol (50 mL) was added freshly prepared NaOEt/EtOH (0.017 g, 0.7 mmol of Na dissolved in 1 mL of EtOH). After stirring at room temperature for 20 minutes, the reaction was quenched with NH4Cl (0.1 g), and concentrated in vacuo to an oily solid. The desired alcohol was isolated (2.01 g, 94%) as a colorless oil by diluting the residue with ethyl ether (50 mL), filtering the solution through Celite, washing the filt... Reactants: COC1=CC=C(C2=C1N=C(S2)N)N2CCOCC2 (4-methoxy-7-morpholin-4-yl-benzothiazol-2-yl-amine), C(C(C)C)(=O)Cl (isobutyryl chloride). Yields the product COC1=CC=C(C2=C1N=C(S2)NC(C(C)C)=O)N2CCOCC2 (N-(4-Methoxy-7-morpholin-4-yl-benzothiazol-2-yl)-isobutyramide). RXN SMILES: [CH3:1][O:2][C:3]1[C:8]2[N:9]=[C:10]([NH2:12])[S:11][C:7]=2[C:6]([N:13]2[CH2:18][CH2:17][O:16][CH2:15][CH2:14]2)=[CH:5][CH:4]=1.[C:19](Cl)(=[O:23])[CH:20]([CH3:22])[CH3:21]>>[CH3:1][O:2][C:3]1[C:8]2[N:9]=[C:10]([NH:12][C:19](=[O:23])[CH:20]([CH3:22])[CH3:21])[S:11][C:7]=2[C:6]([N:13]2[CH2:18][CH2:17][O:16][CH2:15][CH2:14]2)=[CH:5][CH:4]=1. Reported procedure: Using 4-methoxy-7-morpholin-4-yl-benzothiazol-2-yl-amine and isobutyryl chloride the title compound was obtained as a light yellow solid (8%), MS: m/e=336 (M+H+). The reactants are [OH-].[Na+] (NaOH), CC(C)(C)C(C(C(=O)[O-])(O)O)CCCCN1C(=C(C(=C1C(C)C)C(=O)NC1=CC=CC=C1)C1=CC=CC=C1)C1=CC=C(C=C1)F (1,1-dimethylethyl-2-(4-fluorophenyl)-dihydroxy-5-(1-methylethyl)-3-phenyl-4-[(phenylamino) carbonyl]-1H-pyrrole-1-heptanoate), C(C)(=O)[O-].[Ca+2].C(C)(=O)[O-] (calcium acetate), C(C)(=O)OCC (ethyl acetate). The solvent is O (water), O (water), O (water), C(C)#N (acetonitrile), C1CCCCC1 (cyclohexane). Reaction conditions: time 30 minute. The product is CC(C)C1=C(C(=C(N1CC[C@H](C[C@H](CC(=O)[O-])O)O)C=2C=CC(=CC2)F)C=3C=CC=CC3)C(=O)NC=4C=CC=CC4.CC(C)C1=C(C(=C(N1CC[C@H](C[C@H](CC(=O)[O-])O)O)C=2C=CC(=CC2)F)C=3C=CC=CC3)C(=O)NC=4C=CC=CC4.[Ca+2] (atorvastatin calcium). Reaction SMILES: CC(C(CCC[CH2:15][N:16]1[C:20]([CH:21]([CH3:23])[CH3:22])=[C:19]([C:24]([NH:26][C:27]2[CH:32]=[CH:31][CH:30]=[CH:29][CH:28]=2)=[O:25])[C:18]([C:33]2[CH:38]=[CH:37][CH:36]=[CH:35][CH:34]=2)=[C:17]1[C:39]1[CH:44]=[CH:43][C:42]([F:45])=[CH:41][CH:40]=1)C(O)(O)C([O-])=O)(C)C.[OH-].[Na+].[C:48]([O:51]CC)(=[O:50])[CH3:49].[C:54]([O-:57])(=[O:56])[CH3:55].[Ca+2:58].[C:59]([O-:62])(=[O:61])[CH3:60]>C(#N)C.O.C1CCCCC1>[CH3:23][CH:21]([C:20]1[N:16]([CH2:15][CH2:60][C@@H:59]([OH:61])[CH2:55][C@@H:54]([OH:57])[CH2:49][C:48]([O-:51])=[O:50])[C:17]([C:39]2[CH:40]=[CH:41][C:42]([F:45])=[CH:43][CH:44]=2)=[C:18]([C:33]2[CH:38]=[CH:37][CH:36]=[CH:35][CH:34]=2)[C:19]=1[C:24]([NH:26][C:27]1[CH:32]=[CH:31][CH:30]=[CH:29][CH:28]=1)=[O:25])[CH3:22].[CH3:23][CH:21]([C:20]1[N:16]([CH2:15][CH2:55][C@@H:54]([OH:56])[CH2:60][C@@H:59]([OH:62])[CH2:49][C:48]([O-:51])=[O:50])[C:17]([C:39]2[CH:40]=[CH:41][C:42]([F:45])=[CH:43][CH:44]=2)=[C:18]([C:33]2[CH:38]=[CH:37][CH:36]=[CH:35][CH:34]=2)[C:19]=1[C:24]([NH:26][C:27]1[CH:32]=[CH:31][CH:30]=[CH:29][CH:28]=1)=[O:25])[CH3:22].[Ca+2:58] |f:1.2,4.5.6,10.11.12|. Reported procedure: 20 gm of R—(R*,R*)]-1,1-dimethylethyl-2-(4-fluorophenyl)-dihydroxy-5-(1-methylethyl)-3-phenyl-4-[(phenylamino) carbonyl]-1H-pyrrole-1-heptanoate was taken in 400 mL of acetonitrile to obtain clear solution at 40° C. to 45° C. The reaction mixture was cooled to 25° C. to 30° C. and 2.60 gm of NaOH solution in 100 mL of water was added within 15 min and stirred for 30 min. Acetonitrile was distilled under vacuum to obtain white slurry or solid. The compound thus obtained was further cooled at 10° ...